Task: describe an organic reaction: reactants, conditions, products, and yield. Dataset: the Open Reaction Database (ORD), a public repository of structured organic reaction records Starting materials: ClCCl, NCCCCN(Cc1nccc2c3ccccc3n(CC(=O)N3CCOCC3)c12)C1CCCc2cccnc21, [Na+], [OH-], O, O=C(O)C(F)(F)F. The product is O=Cc1nccc2c3ccccc3n(CC(=O)N3CCOCC3)c12. RXN SMILES: [Cl:50][CH2:51][Cl:52].[NH2:1][CH2:2][CH2:3][CH2:4][CH2:5][N:6]([CH:7]1[c:8]2[n:9][cH:10][cH:11][cH:12][c:13]2[CH2:14][CH2:15][CH2:16]1)[CH2:17][c:18]1[n:19][cH:20][cH:21][c:22]2[c:23]1[n:24]([CH2:31][C:32](=[O:33])[N:34]1[CH2:35][CH2:36][O:37][CH2:38][CH2:39]1)[c:25]1[cH:26][cH:27][cH:28][cH:29][c:30]21.[Na+:48].[OH-:47].[OH2:49].[OH:40][C:41]([C:42]([F:43])([F:44])[F:45])=[O:46]>>[CH:17]([c:18]1[n:19][cH:20][cH:21][c:22]2[c:23]1[n:24]([CH2:31][C:32](=[O:33])[N:34]1[CH2:35][CH2:36][O:37][CH2:38][CH2:39]1)[c:25]1[cH:26][cH:27][cH:28][cH:29][c:30]21)=[O:40]. Starting materials: CC(NCc1ccc(Cl)c(O[Si](C)(C)C(C)(C)C)c1)c1cccc(Cl)c1, CCCC[N+](CCCC)(CCCC)CCCC, C1CCOC1, [F-]. Product: CC(NCc1ccc(Cl)c(O)c1)c1cccc(Cl)c1. RXN SMILES: [C:1]([Si:2]([CH3:3])([CH3:4])[O:6][c:7]1[cH:8][c:9]([CH2:10][NH:11][CH:12]([CH3:13])[c:14]2[cH:15][c:16]([Cl:20])[cH:17][cH:18][cH:19]2)[cH:21][cH:22][c:23]1[Cl:24])([CH3:5])([CH3:25])[CH3:26].[CH2:28]([N+:29]([CH2:30][CH2:31][CH2:32][CH3:33])([CH2:34][CH2:35][CH2:36][CH3:37])[CH2:38][CH2:39][CH2:40][CH3:41])[CH2:42][CH2:43][CH3:44].[CH2:45]1[O:46][CH2:47][CH2:48][CH2:49]1.[F-:27]>>[OH:6][c:7]1[cH:8][c:9]([CH2:10][NH:11][CH:12]([CH3:13])[c:14]2[cH:15][c:16]([Cl:20])[cH:17][cH:18][cH:19]2)[cH:21][cH:22][c:23]1[Cl:24]. Reactants: C, CON(C)C(=O)c1cc(OCC(C)C)ccc1NC(=O)OCc1ccccc1, CCOC(C)=O, CO, [Pd]. Yields the product CON(C)C(=O)c1cc(OCC(C)C)ccc1N. RXN SMILES: [C:37].[CH3:1][N:2]([C:3]([c:4]1[c:5]([NH:15][C:16]([O:17][CH2:18][c:19]2[cH:20][cH:21][cH:22][cH:23][cH:24]2)=[O:25])[cH:6][cH:7][c:8]([O:10][CH2:11][CH:12]([CH3:13])[CH3:14])[cH:9]1)=[O:26])[O:27][CH3:28].[CH3:29][CH2:30][O:31][C:32](=[O:33])[CH3:34].[CH3:35][OH:36].[Pd:38]>>[CH3:1][N:2]([C:3]([c:4]1[c:5]([NH2:15])[cH:6][cH:7][c:8]([O:10][CH2:11][CH:12]([CH3:13])[CH3:14])[cH:9]1)=[O:26])[O:27][CH3:28].